Dataset: the Open Reaction Database (ORD), a public repository of structured organic reaction records. Task: describe an organic reaction: reactants, conditions, products, and yield The solvent is CO (MeOH). Reported procedure: To a solution of 433 (78 mg, 0.118 mmol) in MeOH (3 mL) was added 1N NaOH (0.59 mL, 0.59 mmol) and stirred at RT for 3 h. The mixture was then concentrated, diluted with water and the pH was adjusted to 6-7 by addition of 1N HCl. To the resulting suspension was added MeOH to dissolve the mixture clearly, and purified via Biotage [KP-C18-HS 30 g, gradient 20-95% (methanol/water)]. Title compound 434 was obtained as a white solid (79.5 mg, 60% yield). 1H NMR (400 MHz, DMSO-d6) δ (ppm): 10.94 (brs,... The reactants are C1(CC1)NC(NC1=CC(=C(OC2=C3C(=NC=C2)C=C(S3)C3=CC=C(C=N3)CN(CC(=O)OCC)C3CN(C3)C(NCC)=O)C=C1)F)=O (ethyl 2-(((6-(7-(4-(3-cyclopropylureido)-2-fluorophenoxy)thieno[3,2-b]pyridin-2-yl)pyridin-3-yl)methyl)(1-(ethylcarbamoyl)azetidin-3-yl)amino)acetate), [OH-].[Na+] (NaOH). Reaction conditions: time 3 hour. Reaction SMILES: [CH:1]1([NH:4][C:5](=[O:47])[NH:6][C:7]2[CH:45]=[CH:44][C:10]([O:11][C:12]3[CH:17]=[CH:16][N:15]=[C:14]4[CH:18]=[C:19]([C:21]5[N:26]=[CH:25][C:24]([CH2:27][N:28]([CH:35]6[CH2:38][N:37]([C:39](=[O:43])[NH:40][CH2:41][CH3:42])[CH2:36]6)[CH2:29][C:30]([O:32]CC)=[O:31])=[CH:23][CH:22]=5)[S:20][C:13]=34)=[C:9]([F:46])[CH:8]=2)[CH2:3][CH2:2]1.[OH-].[Na+]>CO>[CH:1]1([NH:4][C:5](=[O:47])[NH:6][C:7]2[CH:45]=[CH:44][C:10]([O:11][C:12]3[CH:17]=[CH:16][N:15]=[C:14]4[CH:18]=[C:19]([C:21]5[N:26]=[CH:25][C:24]([CH2:27][N:28]([CH:35]6[CH2:36][N:37]([C:39](=[O:43])[NH:40][CH2:41][CH3:42])[CH2:38]6)[CH2:29][C:30]([OH:32])=[O:31])=[CH:23][CH:22]=5)[S:20][C:13]=34)=[C:9]([F:46])[CH:8]=2)[CH2:2][CH2:3]1 |f:1.2|. Product: C1(CC1)NC(NC1=CC(=C(OC2=C3C(=NC=C2)C=C(S3)C3=CC=C(C=N3)CN(CC(=O)O)C3CN(C3)C(NCC)=O)C=C1)F)=O (2-(((6-(7-(4-(3-cyclopropylureido)-2-fluorophenoxy)thieno[3,2-b]pyridin-2-yl)pyridin-3-yl)methyl)(1-(ethylcarbamoyl)azetidin-3-yl)amino)acetic acid), solid. The yield is 60.0%. Reactants: S1NC=CC=C1 (thiazin), C=1C=CC2=C(C1)C(=O)OC23C=4C=C(C(=C(C4OC5=C3C=C(C(=C5Br)O)Br)Br)O)Br (eosin), S1NC=CC=C1 (thiazin), C=1C=CC2=C(C1)C(=O)OC23C=4C=C(C(=C(C4OC5=C3C=C(C(=C5Br)O)Br)Br)O)Br (eosin), CC1=NC=C(C(=C1O)C=O)COP(=O)(O)O.O (MC-1), C=1C=CC2=C(C1)C(=O)OC23C=4C=C(C(=C(C4OC5=C3C=C(C(=C5Br)O)Br)Br)O)Br (eosin), CC1=NC=C(C(=C1O)C=O)COP(=O)(O)O.O (MC-1), S1NC=CC=C1 (thiazin), C=1C=CC2=C(C1)C(=O)OC23C=4C=C(C(=C(C4OC5=C3C=C(C(=C5Br)O)Br)Br)O)Br (eosin), S1NC=CC=C1 (thiazin), C=1C=CC2=C(C1)C(=O)OC23C=4C=C(C(=C(C4OC5=C3C=C(C(=C5Br)O)Br)Br)O)Br (eosin), S1NC=CC=C1 (thiazin). Product: S1NC=CC=C1.C=1C=CC2=C(C1)C(=O)OC23C=4C=C(C(=C(C4OC5=C3C=C(C(=C5Br)O)Br)Br)O)Br (Thiazin Eosin). RXN SMILES: [S:1]1[CH:6]=[CH:5][CH:4]=[CH:3][NH:2]1.[CH:7]1[CH:8]=[CH:9][C:10]2[C:16]3([C:25]4[CH:26]=[C:27]([Br:32])[C:28]([OH:31])=[C:29]([Br:30])[C:24]=4[O:23][C:22]4[C:21]([Br:33])=[C:20]([OH:34])[C:19]([Br:35])=[CH:18][C:17]3=4)[O:15][C:13](=[O:14])[C:11]=2[CH:12]=1.CC1C(O)=C(C=O)C(COP(O)(O)=O)=CN=1.O>>[S:1]1[CH:6]=[CH:5][CH:4]=[CH:3][NH:2]1.[CH:7]1[CH:8]=[CH:9][C:10]2[C:16]3([C:17]4[CH:18]=[C:19]([Br:35])[C:20]([OH:34])=[C:21]([Br:33])[C:22]=4[O:23][C:24]4[C:29]([Br:30])=[C:28]([OH:31])[C:27]([Br:32])=[CH:26][C:25]3=4)[O:15][C:13](=[O:14])[C:11]=2[CH:12]=1 |f:2.3,4.5|. Procedure: With pump 46 operating to pump thiazin stain from reservoir 41 to solenoid valve S-4 and pump 47 operating to pump eosin stain from reservoir 42 through the normally open side of resting solenoid valve S-5 to solenoid valve S-4, operation of solenoid valve S-4 will control flow and mixing of the thiazin and eosin stains. Solenoid valve S-4 may be set to actuate on a 250 millisecond cycle as described above to blend the eosin stain and the thiazin stain in a desired ratio. Solenoid valves S-3, S-... The reactants are CS(C)=O, O=[N+]([O-])c1ccccc1F, [Li+], CC(C)n1nc(N)c(C#N)n1, [OH-], O. The product is CC(C)n1nc(C#N)c(Nc2ccccc2[N+](=O)[O-])n1. RXN SMILES: [CH3:25][S:26]([CH3:27])=[O:28].[F:12][c:13]1[c:14]([N+:19](=[O:20])[O-:21])[cH:15][cH:16][cH:17][cH:18]1.[Li+:24].[NH2:1][c:2]1[c:3]([C:10]#[N:11])[n:4][n:5]([CH:7]([CH3:8])[CH3:9])[n:6]1.[OH-:23].[OH2:22]>>[NH:1]([c:2]1[c:3]([C:10]#[N:11])[n:4][n:5]([CH:7]([CH3:8])[CH3:9])[n:6]1)[c:13]1[c:14]([N+:19](=[O:20])[O-:21])[cH:15][cH:16][cH:17][cH:18]1. Starting materials: Cc1ccccc1, O=C(c1cc(C(F)(F)F)cc(C(F)(F)F)c1)N1CCNCC1Cc1c[nH]c2ccccc12, C=CC(N)=O. Yields the product NC(=O)CCN1CCN(C(=O)c2cc(C(F)(F)F)cc(C(F)(F)F)c2)C(Cc2c[nH]c3ccccc23)C1. Reaction SMILES: [CH3:38][c:39]1[cH:40][cH:41][cH:42][cH:43][cH:44]1.[F:1][C:2]([c:3]1[cH:4][c:5]([C:6](=[O:7])[N:8]2[CH:9]([CH2:14][c:15]3[cH:16][nH:17][c:18]4[cH:19][cH:20][cH:21][cH:22][c:23]34)[CH2:10][NH:11][CH2:12][CH2:13]2)[cH:24][c:25]([C:27]([F:28])([F:29])[F:30])[cH:26]1)([F:31])[F:32].[NH2:33][C:34](=[O:35])[CH:36]=[CH2:37]>>[F:1][C:2]([c:3]1[cH:4][c:5]([C:6](=[O:7])[N:8]2[CH:9]([CH2:14][c:15]3[cH:16][nH:17][c:18]4[cH:19][cH:20][cH:21][cH:22][c:23]34)[CH2:10][N:11]([CH2:37][CH2:36][C:34]([NH2:33])=[O:35])[CH2:12][CH2:13]2)[cH:24][c:25]([C:27]([F:28])([F:29])[F:30])[cH:26]1)([F:31])[F:32].